This data is from the Open Reaction Database (ORD), a public repository of structured organic reaction records. The task is: describe an organic reaction: reactants, conditions, products, and yield Reaction SMILES: [C:1]([C:4](C(OC(C)(C)C)=O)([CH2:16][CH2:17][CH2:18][CH:19]([O:27][C:28](=[O:30])[CH3:29])[C:20]([CH3:26])([CH3:25])[CH2:21][CH2:22][CH2:23][CH3:24])[CH2:5][CH2:6][CH2:7][CH2:8][CH2:9][CH2:10][C:11]([O:13][CH2:14][CH3:15])=[O:12])(=[O:3])[CH3:2].C(C(C(OC(C)(C)C)=O)(CCCC(OC(=O)C)CCCCC)CCCCCCC(OCC)=O)(=O)C>>[C:1]([CH:4]([CH2:16][CH2:17][CH2:18][CH:19]([O:27][C:28](=[O:30])[CH3:29])[C:20]([CH3:26])([CH3:25])[CH2:21][CH2:22][CH2:23][CH3:24])[CH2:5][CH2:6][CH2:7][CH2:8][CH2:9][CH2:10][C:11]([O:13][CH2:14][CH3:15])=[O:12])(=[O:3])[CH3:2]. The reactants are C(C)(=O)C(CCCCCCC(=O)OCC)(CCCC(C(CCCC)(C)C)OC(C)=O)C(=O)OC(C)(C)C (ethyl 8-acetyl-8-tertbutoxycarbonyl-12-acetoxy-13,13-dimethylheptadecanoate), C(C)(=O)C(CCCCCCC(=O)OCC)(CCCC(CCCCC)OC(C)=O)C(=O)OC(C)(C)C (ethyl 8-acetyl-8-tert-butoxycarbonyl-12-acetoxyheptadecanoate). Procedure details: This compound is prepared as described in Example 1, Step C except that ethyl 8-acetyl-8-tertbutoxycarbonyl-12-acetoxy-13,13-dimethylheptadecanoate is substituted for ethyl 8-acetyl-8-tert-butoxycarbonyl-12-acetoxyheptadecanoate. The product, a viscous yellowish oil, is purified by chromatography on silica gel with chloroform as eluant. The product is C(C)(=O)C(CCCCCCC(=O)OCC)CCCC(C(CCCC)(C)C)OC(C)=O (Ethyl 8-Acetyl-12-acetoxy-13,13-dimethylheptadecanoate). Yields the product FC1=CC=C(CN2C(N([C@@H](C2)C)C=2SC(=C(N2)C)C(=O)O)=O)C=C1 ((R)-2-(3-(4-fluorobenzyl)-5-methyl-2-oxoimidazolidin-1-yl)-4-methylthiazole-5-carboxylic acid), solid. RXN SMILES: FC1C=CC(CN2[C@@H](C)CN(C3SC(C(OCC)=O)=C(C)N=3)C2=O)=CC=1.[F:27][C:28]1[CH:52]=[CH:51][C:31]([CH2:32][N:33]2[CH2:37][C@@H:36]([CH3:38])[N:35]([C:39]3[S:40][C:41]([C:45]([O:47]CC)=[O:46])=[C:42]([CH3:44])[N:43]=3)[C:34]2=[O:50])=[CH:30][CH:29]=1>>[F:27][C:28]1[CH:29]=[CH:30][C:31]([CH2:32][N:33]2[CH2:37][C@@H:36]([CH3:38])[N:35]([C:39]3[S:40][C:41]([C:45]([OH:47])=[O:46])=[C:42]([CH3:44])[N:43]=3)[C:34]2=[O:50])=[CH:51][CH:52]=1. Starting materials: FC1=CC=C(CN2C(N(C[C@@H]2C)C=2SC(=C(N2)C)C(=O)OCC)=O)C=C1 ((S)-ethyl 2-(3-(4-fluorobenzyl)-4-methyl-2-oxoimidazolidin-1-yl)-4-methylthiazole-5-carboxylate), FC1=CC=C(CN2C(N([C@@H](C2)C)C=2SC(=C(N2)C)C(=O)OCC)=O)C=C1 ((R)-ethyl 2-(3-(4-fluorobenzyl)-5-methyl-2-oxoimidazolidin-1-yl)-4-methylthiazole-5-carboxylate). Reported procedure: Following the procedure as described in Preparation 6, making variations as required to replace (S)-ethyl 2-(3-(4-fluorobenzyl)-4-methyl-2-oxoimidazolidin-1-yl)-4-methylthiazole-5-carboxylate with (R)-ethyl 2-(3-(4-fluorobenzyl)-5-methyl-2-oxoimidazolidin-1-yl)-4-methylthiazole-5-carboxylate, the title compound was obtained as a colorless solid (73%): mp 184-186° C.; 1H NMR (300 MHz, DMSO-d6) δ 12.83 (s, 1H), 7.37-7.32 (m, 2H), 7.22-7.16 (m, 2H), 4.58-4.51 (m 1H), 4.46 (d, J=15.2 Hz, 1H), 4.38 (... Isolated yield 73.0%.